From a dataset of the Open Reaction Database (ORD), a public repository of structured organic reaction records. describe an organic reaction: reactants, conditions, products, and yield Starting materials: C(C)(C)(C)OC(=O)N1[C@@H]2CN([C@H](C1)C2)C(=O)C=2NC1=CC=CC=C1C2 ((S,S)-5-(1H-indole-2-carbonyl)-2,5-diaza-bicyclo[2.2.1]heptane-2-carboxylic acid tert-butyl ester), Cl (HCl). Solvent: CO (MeOH), C(=O)O (formic acid). Conditions: time 1 hour. Yields the product Cl.[C@@H]12N(C[C@@H](NC1)C2)C(=O)C=2NC1=CC=CC=C1C2 ((S,S)-(2,5-Diaza-bicyclo[2.2.1]hept-2-yl)-(1H-indol-2-yl)-methanone hydrochloride salt). Isolated yield 87.0%. RXN SMILES: C(OC([N:8]1[CH2:13][C@@H:12]2[CH2:14][C@H:9]1[CH2:10][N:11]2[C:15]([C:17]1[NH:18][C:19]2[C:24]([CH:25]=1)=[CH:23][CH:22]=[CH:21][CH:20]=2)=[O:16])=O)(C)(C)C.[ClH:26]>C(O)=O.CO>[ClH:26].[C@H:12]12[CH2:14][C@H:9]([NH:8][CH2:13]1)[CH2:10][N:11]2[C:15]([C:17]1[NH:18][C:19]2[C:24]([CH:25]=1)=[CH:23][CH:22]=[CH:21][CH:20]=2)=[O:16] |f:4.5|. Procedure details: To a solution of (S,S)-5-(1H-indole-2-carbonyl)-2,5-diaza-bicyclo[2.2.1]heptane-2-carboxylic acid tert-butyl ester (124 mg, 0.36 mmol) in formic acid was added 5.0 N HCl (75 μL, 1.82 mmol). After 1 h at rt, the solution was diluted with MeOH (30 mL) and concentrated to give a purple solid (87 mg, 99%). MS (ESI): mass calcd. for C14H15N3O, 241.12; m/z found, 242.3 [M+H]+. 1H NMR (MeOD): 7.67-7.63 (m, 1H), 7.49-7.44 (m, 1H), 7.28-7.22 (m, 1H), 7.12-7.05 (m, 1H), 7.01-6.97 (m, 1H), 5.49 (s, 1H), 5.... The reactants are CNC(=O)c1cnc(N2CCOCC2)cc1-c1ccccc1C, C[Si](C)(C)[N-][Si](C)(C)C, FC(F)(F)c1cc(CBr)cc(C(F)(F)F)c1, [K+], C1CCOC1. Yields the product Cc1ccccc1-c1cc(N2CCOCC2)ncc1C(=O)N(C)Cc1cc(C(F)(F)F)cc(C(F)(F)F)c1. As a reaction SMILES: [CH3:1][NH:2][C:3]([c:4]1[cH:5][n:6][c:7]([N:17]2[CH2:18][CH2:19][O:20][CH2:21][CH2:22]2)[cH:8][c:9]1-[c:10]1[c:11]([CH3:16])[cH:12][cH:13][cH:14][cH:15]1)=[O:23].[CH3:24][Si:25]([CH3:26])([CH3:27])[N-:28][Si:29]([CH3:30])([CH3:31])[CH3:32].[F:34][C:35]([c:36]1[cH:37][c:38]([CH2:39][Br:40])[cH:41][c:42]([C:44]([F:45])([F:46])[F:47])[cH:43]1)([F:48])[F:49].[K+:33].[O:50]1[CH2:51][CH2:52][CH2:53][CH2:54]1>>[CH3:1][N:2]([C:3]([c:4]1[cH:5][n:6][c:7]([N:17]2[CH2:18][CH2:19][O:20][CH2:21][CH2:22]2)[cH:8][c:9]1-[c:10]1[c:11]([CH3:16])[cH:12][cH:13][cH:14][cH:15]1)=[O:23])[CH2:39][c:38]1[cH:37][c:36]([C:35]([F:34])([F:48])[F:49])[cH:43][c:42]([C:44]([F:45])([F:46])[F:47])[cH:41]1. The reactants are CI (methyl iodide), COCOC1=C(C=CC(=C1)OCOC)OCCC (2,4-Bis(methoxymethoxy)-1-propoxybenzene), [Li]CCCC (nBuLi). Run in C1CCOC1 (THF), C1CCOC1 (THF). Run at temperature -78 celsius, time 1 hour. Product: COCOC1=C(C(=C(C=C1)OCCC)OCOC)C (1,3-Bis(methoxymethoxy)-2-methyl-4-propoxybenzene). Isolated yield 96.0%. As a reaction SMILES: [CH3:1][O:2][CH2:3][O:4][C:5]1[CH:10]=[C:9]([O:11][CH2:12][O:13][CH3:14])[CH:8]=[CH:7][C:6]=1[O:15][CH2:16][CH2:17][CH3:18].[Li][CH2:20]CCC.CI>C1COCC1>[CH3:14][O:13][CH2:12][O:11][C:9]1[CH:8]=[CH:7][C:6]([O:15][CH2:16][CH2:17][CH3:18])=[C:5]([O:4][CH2:3][O:2][CH3:1])[C:10]=1[CH3:20]. Procedure details: A solution of 4b (165 mg, 0.64 mmol) in anhydrous THF (520 μL) was added dropwise to a solution of nBuLi (2.5 M in hexanes, 390 μL, 0.97 mmol) in anhydrous THF (420 μL) at room temperature. After 1 hour, the solution was cooled to −78° C. and methyl iodide (160 μL, 2.58 mmol) was added. The resulting solution was warmed to room temperature over 12 hours, and the reaction was quenched by the addition of saturated aqueous NH4Cl. Water (5 mL) was added and the solution was extracted with CH2Cl2 (3×... Reaction SMILES: [C:30]([O:31][BH-:32]([O:33][C:34](=[O:35])[CH3:36])[O:37][C:38](=[O:39])[CH3:40])(=[O:41])[CH3:42].[Cl:1][c:2]1[n:3][c:4]([N:14]2[CH2:15][CH2:16][O:17][CH2:18][CH2:19]2)[c:5]2[n:6][c:7]([CH:12]=[O:13])[n:8]([CH3:11])[c:9]2[n:10]1.[NH:20]1[CH2:21][CH:22]([N:24]2[CH2:25][CH2:26][O:27][CH2:28][CH2:29]2)[CH2:23]1.[Na+:43]>>[Cl:1][c:2]1[n:3][c:4]([N:14]2[CH2:15][CH2:16][O:17][CH2:18][CH2:19]2)[c:5]2[n:6][c:7]([CH2:12][N:20]3[CH2:21][CH:22]([N:24]4[CH2:25][CH2:26][O:27][CH2:28][CH2:29]4)[CH2:23]3)[n:8]([CH3:11])[c:9]2[n:10]1. Product: Cn1c(CN2CC(N3CCOCC3)C2)nc2c(N3CCOCC3)nc(Cl)nc21. The reactants are CC(=O)O[BH-](OC(C)=O)OC(C)=O, Cn1c(C=O)nc2c(N3CCOCC3)nc(Cl)nc21, C1CN(C2CNC2)CCO1, [Na+]. Starting materials: O=C([O-])[O-], CI, [Cs+], [Cs+], Cc1c(O)cn2ncnc(Oc3ccc([N+](=O)[O-])cc3F)c12, CN(C)C=O. The product is COc1cn2ncnc(Oc3ccc([N+](=O)[O-])cc3F)c2c1C. RXN SMILES: [C:23](=[O:24])([O-:25])[O-:26].[CH3:29][I:30].[Cs+:27].[Cs+:28].[F:1][c:2]1[c:3]([O:4][c:5]2[n:6][cH:7][n:8][n:9]3[c:10]2[c:11]([CH3:15])[c:12]([OH:14])[cH:13]3)[cH:16][cH:17][c:18]([N+:20](=[O:21])[O-:22])[cH:19]1.[O:31]=[CH:32][N:33]([CH3:34])[CH3:35]>>[F:1][c:2]1[c:3]([O:4][c:5]2[n:6][cH:7][n:8][n:9]3[c:10]2[c:11]([CH3:15])[c:12]([O:14][CH3:23])[cH:13]3)[cH:16][cH:17][c:18]([N+:20](=[O:21])[O-:22])[cH:19]1. Reactants: NC(C)C=1N=C2N(C(C1C1=CC=CC=C1)=O)C=CS2 (7-(1-aminoethyl)-6-phenyl-5H-[1,3]thiazolo[3,2-a]pyrimidin-5-one), BrC1=C2N=CNC2=NC=N1 (6-bromo-9H-purine), C(C)(C)N(C(C)C)CC (N,N-diisopropylethylamine). Solvent: C(C)O (ethanol). Run at temperature 110 celsius. The product is C1(=CC=CC=C1)C1=C(N=C2N(C1=O)C=CS2)C(C)NC2=C1N=CNC1=NC=N2 (6-phenyl-7-[1-(9H-purin-6-ylamino)ethyl]-5H-[1,3]thiazolo[3,2-a]pyrimidin-5-one). As a reaction SMILES: [NH2:1][CH:2]([C:4]1[N:5]=[C:6]2[S:19][CH:18]=[CH:17][N:7]2[C:8](=[O:16])[C:9]=1[C:10]1[CH:15]=[CH:14][CH:13]=[CH:12][CH:11]=1)[CH3:3].Br[C:21]1[N:29]=[CH:28][N:27]=[C:26]2[C:22]=1[N:23]=[CH:24][NH:25]2.C(N(CC)C(C)C)(C)C>C(O)C>[C:10]1([C:9]2[C:8](=[O:16])[N:7]3[CH:17]=[CH:18][S:19][C:6]3=[N:5][C:4]=2[CH:2]([NH:1][C:21]2[N:29]=[CH:28][N:27]=[C:26]3[C:22]=2[N:23]=[CH:24][NH:25]3)[CH3:3])[CH:15]=[CH:14][CH:13]=[CH:12][CH:11]=1. Procedure details: A mixture of 7-(1-aminoethyl)-6-phenyl-5H-[1,3]thiazolo[3,2-a]pyrimidin-5-one (0.025 g, 0.092 mmol), 6-bromo-9H-purine (0.033 g, 0.16 mmol), and N,N-diisopropylethylamine (0.029 mL, 0.16 mmol) in ethanol (0.5 mL) was heated at 110° C. overnight. The mixture was filtered, and the filtrate was purified on preparative-LCMS (XBridge C18 Column, eluting with a gradient of acetonitrile/water containing 0.15% NH4OH) to give the desired product. LCMS calculated for C19H16N7OS (M+H)+: m/z=390.1. Found: 3... Starting materials: solution, solution, [Li]CCCC (n-BuLi), COC1=CCC2=CC=CC=C12 (3-Methoxy-1H-indene). Run in CCCCCC (hexane). Product: COC1=CC(C2=CC=CC=C12)[Li] ((3-methoxy-1H-indenyl)lithium). Isolated yield 97.0%. RXN SMILES: [CH3:1][O:2][C:3]1[C:11]2[C:6](=[CH:7][CH:8]=[CH:9][CH:10]=2)[CH2:5][CH:4]=1.[Li:12]CCCC>CCCCCC>[CH3:1][O:2][C:3]1[C:11]2[C:6](=[CH:7][CH:8]=[CH:9][CH:10]=2)[CH:5]([Li:12])[CH:4]=1. Procedure details: 3-Methoxy-1H-indene (9.65 g, 66.04 mmol) was dissolved in 150 mL of hexane. To this solution 50 mL of a 1.6 M solution of n-BuLi was added (80 mmol) within 10 minutes After 20 hours of stirring the off-white solid was collected on a medium-size frit, washed with hexane (3×30 mL) and dried under reduced pressure to give 9.72 g of product. Yield 97 percent.